describe an organic reaction: reactants, conditions, products, and yield From a dataset of the Open Reaction Database (ORD), a public repository of structured organic reaction records. The reactants are [OH-].[K+] (KOH), NC1=CC=C(C=C1)C(C)=O (p-aminoacetophenone), NC1=NC(=CC(=N1)Cl)C (2-amino-4-chloro-6-methylpyrimidine), Cl (HCl). Reported procedure: A suspension of p-aminoacetophenone (1.35 g) and 2-amino-4-chloro-6-methylpyrimidine (1.435 g) in 20 mL water was treated with 0.85 mL conc HCl and heated at reflux for 1 hr. Addition of 20 mL 1N KOH gave a light buff solid, which was filtered out and dried to give 2.28 g acetylphenyl)amino-2-amino-6-methylpyrimidine, mp 194°-196° C. Of this, 1.21 g was treated with methyl iodide (3 mL) in dimethylformamide (15 mL) at room temperature for 42 hr. Dilution with ethyl acetate and filtration gave 1.... Yields the product NC1=NC(=NC(=C1)C)N (amino-2-amino-6-methylpyrimidine). Reaction SMILES: [NH2:1]C1C=CC(C(=O)C)=CC=1.[NH2:11][C:12]1[N:17]=[C:16](Cl)[CH:15]=[C:14]([CH3:19])[N:13]=1.Cl.[OH-].[K+]>O>[NH2:1][C:16]1[CH:15]=[C:14]([CH3:19])[N:13]=[C:12]([NH2:11])[N:17]=1 |f:3.4|. The solvent is O (water).